This data is from the Open Reaction Database (ORD), a public repository of structured organic reaction records. The task is: describe an organic reaction: reactants, conditions, products, and yield Reactants: FC1=C(C=C(C=C1)C)NC1=C(C=NC=2N1N=CC2C(=O)O)C(=O)N2CCC(CC2)C2=CC=CC=C2 (7-(2-Fluoro-5-methylphenylamino)-6-(4-phenylpiperidine-1-carbonyl)pyrazolo[1,5-a]pyrimidine-3-carboxylic acid), C1(CC1)S(=O)(=O)N (cyclopropanesulfonamide). The product is FC1=C(C=C(C=C1)C)NC1=C(C=NC=2N1N=CC2C(=O)NS(=O)(=O)C2CC2)C(=O)N2CCC(CC2)C2=CC=CC=C2 (N-[7-(2-Fluoro-5-methylphenylamino)-6-(4-phenylpiperidine-1-carbonyl)pyrazolo[1,5-a]pyrimidine-3-carbonyl]cyclopropanesulfonamide). Isolated yield 59.7%. Reaction SMILES: [F:1][C:2]1[CH:7]=[CH:6][C:5]([CH3:8])=[CH:4][C:3]=1[NH:9][C:10]1[N:15]2[N:16]=[CH:17][C:18]([C:19]([OH:21])=O)=[C:14]2[N:13]=[CH:12][C:11]=1[C:22]([N:24]1[CH2:29][CH2:28][CH:27]([C:30]2[CH:35]=[CH:34][CH:33]=[CH:32][CH:31]=2)[CH2:26][CH2:25]1)=[O:23].[CH:36]1([S:39]([NH2:42])(=[O:41])=[O:40])[CH2:38][CH2:37]1>>[F:1][C:2]1[CH:7]=[CH:6][C:5]([CH3:8])=[CH:4][C:3]=1[NH:9][C:10]1[N:15]2[N:16]=[CH:17][C:18]([C:19]([NH:42][S:39]([CH:36]3[CH2:38][CH2:37]3)(=[O:41])=[O:40])=[O:21])=[C:14]2[N:13]=[CH:12][C:11]=1[C:22]([N:24]1[CH2:29][CH2:28][CH:27]([C:30]2[CH:31]=[CH:32][CH:33]=[CH:34][CH:35]=2)[CH2:26][CH2:25]1)=[O:23]. Procedure: In the same manner as in Example 1, step 6 and using 7-(2-fluoro-5-methylphenylamino)-6-(4-phenylpiperidine-1-carbonyl)pyrazolo[1,5-a]pyrimidine-3-carboxylic acid (87 mg, 0.18 mmol) obtained in Example 59, step 2 and cyclopropanesulfonamide (109 mg, 0.90 mmol), the title compound (62 mg, 59%) was obtained. Starting materials: O=C=Nc1ccc(Cl)c(Cl)c1, CC(Nc1nccc(-n2cnc3ccccc32)n1)C1CCCNC1. Yields the product CC(Nc1nccc(-n2cnc3ccccc32)n1)C1CCCN(C(=O)Nc2ccc(Cl)c(Cl)c2)C1. As a reaction SMILES: [Cl:25][c:26]1[cH:27][c:28]([N:33]=[C:34]=[O:35])[cH:29][cH:30][c:31]1[Cl:32].[NH:1]1[CH2:2][CH:3]([CH:7]([CH3:8])[NH:9][c:10]2[n:11][cH:12][cH:13][c:14](-[n:16]3[cH:17][n:18][c:19]4[c:20]3[cH:21][cH:22][cH:23][cH:24]4)[n:15]2)[CH2:4][CH2:5][CH2:6]1>>[N:1]1([C:34]([NH:33][c:28]2[cH:27][c:26]([Cl:25])[c:31]([Cl:32])[cH:30][cH:29]2)=[O:35])[CH2:2][CH:3]([CH:7]([CH3:8])[NH:9][c:10]2[n:11][cH:12][cH:13][c:14](-[n:16]3[cH:17][n:18][c:19]4[c:20]3[cH:21][cH:22][cH:23][cH:24]4)[n:15]2)[CH2:4][CH2:5][CH2:6]1.